Dataset: the Open Reaction Database (ORD), a public repository of structured organic reaction records. Task: describe an organic reaction: reactants, conditions, products, and yield Starting materials: COC(=O)C(CNC(=O)OC(C)(C)C)NC(=O)c1sc(C(=O)NCc2cccc3[nH]ncc23)cc1Cl, ClCCl, O=C(O)C(F)(F)F. The product is COC(=O)C(CN)NC(=O)c1sc(C(=O)NCc2cccc3[nH]ncc23)cc1Cl, O=C(O)C(F)(F)F. Reaction SMILES: [CH3:1][O:2][C:3]([CH:4]([CH2:5][NH:6][C:7]([O:8][C:9]([CH3:10])([CH3:11])[CH3:12])=[O:13])[NH:14][C:15](=[O:16])[c:17]1[s:18][c:19]([C:23]([NH:24][CH2:25][c:26]2[c:27]3[cH:28][n:29][nH:30][c:31]3[cH:32][cH:33][cH:34]2)=[O:35])[cH:20][c:21]1[Cl:22])=[O:36].[Cl:44][CH2:45][Cl:46].[F:37][C:38]([C:39](=[O:40])[OH:41])([F:42])[F:43]>>[CH3:1][O:2][C:3]([CH:4]([CH2:5][NH2:6])[NH:14][C:15](=[O:16])[c:17]1[s:18][c:19]([C:23]([NH:24][CH2:25][c:26]2[c:27]3[cH:28][n:29][nH:30][c:31]3[cH:32][cH:33][cH:34]2)=[O:35])[cH:20][c:21]1[Cl:22])=[O:36].[F:37][C:38]([C:39](=[O:40])[OH:41])([F:42])[F:43]. Yields the product C(=O)(O)C1=CC=C(C=C1)N=NC1=CC=2C[C@@H]3[C@@H]4C=C[C@@]([C@H]5[C@@]4(C2C(=C1O)O5)CCN3C)(O)C(C)=O (2-(4'carboxyphenylazo) -6 acetyl morphine). Solvent: [OH-].[Na+] (NaOH). Reported procedure: A solution of 0.5g of 2-(4'carboxyphenylazo)-3,6-diacetylmorphine in 10 ml 0.1 N NaOH was stirred at room temperature and examined hourly by silica gel TLC for the presence of the monoacetyl derivative, the solvent system being methylene chloride: methanol: water: acetic acid (80:20:1:1) and the rf value for azomonoacetyl morphine 0.39. When TLC showed most of the starting material to have hydrolyzed the reaction mixture was concentrated and passed down a silica gel column. The fraction containi... Reactants: azomonoacetyl morphine, C(=O)(O)C1=CC=C(C=C1)N=NC1C=C2C[C@@H]3[C@@H]4C=C[C@@]([C@H]5[C@@]4(C2=C(C1(O)C(C)=O)O5)CCN3C)(O)C(C)=O (2-(4'carboxyphenylazo)-3,6-diacetylmorphine), C(Cl)Cl.CO.O.C(C)(=O)O (methylene chloride methanol water acetic acid), monoacetyl. Reaction SMILES: [C:1]([C:4]1[CH:9]=[CH:8][C:7]([N:10]=[N:11][CH:12]2[C:25](C(=O)C)([OH:26])[C:24]3[O:30][C@@H:21]4[C@@:22]56[CH2:31][CH2:32][N:33]([CH3:34])[C@@H:16]([C@@H:17]5[CH:18]=[CH:19][C@:20]4([C:36](=[O:38])[CH3:37])[OH:35])[CH2:15][C:14]([C:23]6=3)=[CH:13]2)=[CH:6][CH:5]=1)([OH:3])=[O:2].C(Cl)Cl.CO.O.C(O)(=O)C>[OH-].[Na+]>[C:1]([C:4]1[CH:9]=[CH:8][C:7]([N:10]=[N:11][C:12]2[C:25]([OH:26])=[C:24]3[O:30][C@@H:21]4[C@@:22]56[CH2:31][CH2:32][N:33]([CH3:34])[C@@H:16]([C@@H:17]5[CH:18]=[CH:19][C@:20]4([C:36](=[O:38])[CH3:37])[OH:35])[CH2:15][C:14](=[C:23]63)[CH:13]=2)=[CH:6][CH:5]=1)([OH:3])=[O:2] |f:1.2.3.4,5.6|. The reactants are CC1=CC=CC(=C1C)C(C)C2=CNC=N2 (medetomidine), solutions, CCNC(=O)[C@@H]1CCCN1C(=O)[C@H](CCCNC(=N)N)NC(=O)[C@H](CC(C)C)NC(=O)[C@@H](CC(C)C)NC(=O)[C@H](CC=2C=CC(=CC2)O)NC(=O)[C@H](CO)NC(=O)[C@H](CC3=CNC4=C3C=CC=C4)NC(=O)[C@H](CC5=CNC=N5)NC(=O)[C@@H]6CCC(=O)N6.CC(=O)O (leuprolide acetate). Solvent: O (water). The product is CCNC(=O)[C@@H]1CCCN1C(=O)[C@H](CCCNC(=N)N)NC(=O)[C@H](CC(C)C)NC(=O)[C@@H](CC(C)C)NC(=O)[C@H](CC=2C=CC(=CC2)O)NC(=O)[C@H](CO)NC(=O)[C@H](CC3=CNC4=C3C=CC=C4)NC(=O)[C@H](CC5=CNC=N5)NC(=O)[C@@H]6CCC(=O)N6 (Leuprolide). RXN SMILES: CC1C(C)=C(C(C2N=CNC=2)C)C=CC=1.[CH3:16][CH2:17][NH:18][C:19]([C@H:21]1[N:25]([C:26]([C@@H:28]([NH:36][C:37]([C@@H:39]([NH:44][C:45]([C@H:47]([NH:52][C:53]([C@@H:55]([NH:64][C:65]([C@@H:67]([NH:70][C:71]([C@@H:73]([NH:84][C:85]([C@@H:87]([NH:94][C:95]([C@H:97]2[NH:102][C:100](=[O:101])[CH2:99][CH2:98]2)=[O:96])[CH2:88][C:89]2[N:93]=[CH:92][NH:91][CH:90]=2)=[O:86])[CH2:74][C:75]2[C:79]3[CH:80]=[CH:81][CH:82]=[CH:83][C:78]=3[NH:77][CH:76]=2)=[O:72])[CH2:68][OH:69])=[O:66])[CH2:56][C:57]2[CH:58]=[CH:59][C:60]([OH:63])=[CH:61][CH:62]=2)=[O:54])[CH2:48][CH:49]([CH3:51])[CH3:50])=[O:46])[CH2:40][CH:41]([CH3:43])[CH3:42])=[O:38])[CH2:29][CH2:30][CH2:31][NH:32][C:33]([NH2:35])=[NH:34])=[O:27])[CH2:24][CH2:23][CH2:22]1)=[O:20].CC(O)=O>O>[CH3:16][CH2:17][NH:18][C:19]([C@H:21]1[N:25]([C:26]([C@@H:28]([NH:36][C:37]([C@@H:39]([NH:44][C:45]([C@H:47]([NH:52][C:53]([C@@H:55]([NH:64][C:65]([C@@H:67]([NH:70][C:71]([C@@H:73]([NH:84][C:85]([C@@H:87]([NH:94][C:95]([C@H:97]2[NH:102][C:100](=[O:101])[CH2:99][CH2:98]2)=[O:96])[CH2:88][C:89]2[N:93]=[CH:92][NH:91][CH:90]=2)=[O:86])[CH2:74][C:75]2[C:79]3[CH:80]=[CH:81][CH:82]=[CH:83][C:78]=3[NH:77][CH:76]=2)=[O:72])[CH2:68][OH:69])=[O:66])[CH2:56][C:57]2[CH:62]=[CH:61][C:60]([OH:63])=[CH:59][CH:58]=2)=[O:54])[CH2:48][CH:49]([CH3:51])[CH3:50])=[O:46])[CH2:40][CH:41]([CH3:43])[CH3:42])=[O:38])[CH2:29][CH2:30][CH2:31][NH:32][C:33]([NH2:35])=[NH:34])=[O:27])[CH2:24][CH2:23][CH2:22]1)=[O:20] |f:1.2|. Procedure: Beagle dogs (10-15 Kg) were sedated with medetomidine (80 μg/kg) and an endoscope was inserted via the mouth, esophagus and stomach into the duodenum. The test solutions (10 ml), comprising leuprolide acetate (Mallinckrodt Inc, St. Louis, Mo.) with or without enhancer reconstituted in deionized water were administered intraduodenally via the endoscope. Following removal of the endoscope, sedation was reversed using atipamezole (400 μg/kg). The parenteral reference solutions comprising 1 mg Leupr...